From a dataset of the Open Reaction Database (ORD), a public repository of structured organic reaction records. describe an organic reaction: reactants, conditions, products, and yield Reaction SMILES: [Al+3:2].[CH2:25]1[O:26][CH2:27][CH2:28][CH2:29]1.[CH3:7][O:8][c:9]1[cH:10][c:11]([CH2:17][CH2:18][C:19](=[O:20])[O:21][CH3:22])[cH:12][cH:13][c:14]1[O:15][CH3:16].[Cl-:23].[H-:1].[H-:4].[H-:5].[H-:6].[Li+:3].[NH4+:24]>>[CH3:7][O:8][c:9]1[cH:10][c:11]([CH2:17][CH2:18][CH2:19][OH:20])[cH:12][cH:13][c:14]1[O:15][CH3:16]. Product: COc1ccc(CCCO)cc1OC. Reactants: [Al+3], C1CCOC1, COC(=O)CCc1ccc(OC)c(OC)c1, [Cl-], [H-], [H-], [H-], [H-], [Li+], [NH4+]. Reactants: CO, Cl, CC(C)(C)OC(=O)Nc1cnc2cccnc2c1. Yields the product Nc1cnc2cccnc2c1. As a reaction SMILES: [CH3:20][OH:21].[ClH:19].[n:1]1[cH:2][c:3]([NH:11][C:12](=[O:13])[O:14][C:15]([CH3:16])([CH3:17])[CH3:18])[cH:4][c:5]2[n:6][cH:7][cH:8][cH:9][c:10]12>>[n:1]1[cH:2][c:3]([NH2:11])[cH:4][c:5]2[n:6][cH:7][cH:8][cH:9][c:10]12. The reactants are CC1SCN(CCCCBr)C1=O, CC#N, Cl, [I-], [K+], [K+], [Na+], O=C([O-])[O-], c1ccc2c(N3CCNCC3)nsc2c1. Product: CC1SCN(CCCCN2CCN(c3nsc4ccccc34)CC2)C1=O. Reaction SMILES: [Br:1][CH2:2][CH2:3][CH2:4][CH2:5][N:6]1[CH2:7][S:8][CH:9]([CH3:12])[C:10]1=[O:11].[CH3:37][C:38]#[N:39].[ClH:13].[I-:35].[K+:29].[K+:30].[Na+:36].[O-:31][C:32]([O-:33])=[O:34].[s:14]1[n:15][c:16]([N:23]2[CH2:24][CH2:25][NH:26][CH2:27][CH2:28]2)[c:17]2[c:18]1[cH:19][cH:20][cH:21][cH:22]2>>[CH2:2]([CH2:3][CH2:4][CH2:5][N:6]1[CH2:7][S:8][CH:9]([CH3:12])[C:10]1=[O:11])[N:26]1[CH2:25][CH2:24][N:23]([c:16]2[n:15][s:14][c:18]3[c:17]2[cH:22][cH:21][cH:20][cH:19]3)[CH2:28][CH2:27]1. The reactants are C(Cl)(Cl)Cl.CCCCCC (chloroform hexane), ClC1=C(C=C(C=C1)S(=O)(=O)Cl)[N+](=O)[O-] (4-chloro-3-nitro-benzenesulfonyl chloride), [Sn](Cl)Cl (tin(II) chloride), C(=O)(O)[O-].[Na+] (NaHCO3). Run in Cl (hydrochloric acid), O (water). Reaction conditions: time 15 minute. Product: NC=1C=C(C=CC1Cl)S (3-amino-4-chlorobenzene thiol). Yield: 60.0%. As a reaction SMILES: [Sn](Cl)Cl.[Cl:4][C:5]1[CH:10]=[CH:9][C:8]([S:11](Cl)(=O)=O)=[CH:7][C:6]=1[N+:15]([O-])=O.C([O-])(O)=O.[Na+].C(Cl)(Cl)Cl.CCCCCC>Cl.O>[NH2:15][C:6]1[CH:7]=[C:8]([SH:11])[CH:9]=[CH:10][C:5]=1[Cl:4] |f:2.3,4.5|. Procedure: To a cooled solution (0° C.) of tin(II) chloride (11.260 g, 59.40 mmol) in 10 ml concentrated hydrochloric acid was slowly added 4-chloro-3-nitro-benzenesulfonyl chloride (1.690 g, 6.60 mmol) portionwise. The resulting suspension was kept cool and stirred for 15 minutes before the mixture was heated to reflux for 1 hour. After cooling to room temperature the mixture was diluted with water (100 ml) and carefully neutralised using NaHCO3. The aqueous phase was extracted with chloroform (4×50 ml) a...